describe an organic reaction: reactants, conditions, products, and yield From a dataset of the Open Reaction Database (ORD), a public repository of structured organic reaction records. Reactants: CCOC(=O)C(CC)(Cc1ccc(OCc2ccccc2)cc1)Oc1ccccc1, CCOC(C)=O, [H][H]. Yields the product CCOC(=O)C(CC)(Cc1ccc(O)cc1)Oc1ccccc1. Reaction SMILES: [CH2:1]([CH3:2])[O:3][C:4]([C:5]([CH2:6][CH3:7])([O:8][c:9]1[cH:10][cH:11][cH:12][cH:13][cH:14]1)[CH2:15][c:16]1[cH:17][cH:18][c:19]([O:22][CH2:23][c:24]2[cH:25][cH:26][cH:27][cH:28][cH:29]2)[cH:20][cH:21]1)=[O:30].[CH3:33][CH2:34][O:35][C:36](=[O:37])[CH3:38].[H:31][H:32]>>[CH2:1]([CH3:2])[O:3][C:4]([C:5]([CH2:6][CH3:7])([O:8][c:9]1[cH:10][cH:11][cH:12][cH:13][cH:14]1)[CH2:15][c:16]1[cH:17][cH:18][c:19]([OH:22])[cH:20][cH:21]1)=[O:30].